From a dataset of the Open Reaction Database (ORD), a public repository of structured organic reaction records. describe an organic reaction: reactants, conditions, products, and yield Reactants: FC1=CC=C(C(N)=C1)C (5-Fluorotoluidine), N(=O)OCCCCC (pentyl nitrite), N1=CC=CC=C1 (pyridine). Yields the product FC=1C=CC(=C(C1)C1=CC=NC=C1)C (4-(5'-Fluoro-2'-Methyl-phenyl)pyridine). As a reaction SMILES: [F:1][C:2]1[CH:8]=[C:6](N)[C:5]([CH3:9])=[CH:4][CH:3]=1.N(OCCCCC)=O.[N:18]1[CH:23]=[CH:22][CH:21]=[CH:20][CH:19]=1>>[F:1][C:2]1[CH:3]=[CH:4][C:5]([CH3:9])=[C:6]([C:21]2[CH:22]=[CH:23][N:18]=[CH:19][CH:20]=2)[CH:8]=1. Reported procedure: 5-Fluorotoluidine (Example1,B), pyridine and pentyl nitrite are warmed until a vigorous reaction with evolution of gas sets in. This is allowed to proceed without heating until it has subsided (20 minutes) and the mixture is boiled under reflux for another 100 minutes. The excess pyridine is removed under reduced pressure to yield the title product. The reactants are COc1nc(Br)cnc1N, O=S(=O)(Cl)c1ccccc1I. Yields the product COc1nc(Br)cnc1NS(=O)(=O)c1ccccc1I. RXN SMILES: [Br:1][c:2]1[n:3][c:4]([O:9][CH3:10])[c:5]([NH2:8])[n:6][cH:7]1.[I:11][c:12]1[c:13]([S:18](=[O:19])(=[O:20])[Cl:21])[cH:14][cH:15][cH:16][cH:17]1>>[Br:1][c:2]1[n:3][c:4]([O:9][CH3:10])[c:5]([NH:8][S:18]([c:13]2[c:12]([I:11])[cH:17][cH:16][cH:15][cH:14]2)(=[O:19])=[O:20])[n:6][cH:7]1. Reactants: NC=1C(=C(C(=O)OC)C=CC1)O (methyl 3-amino-2-hydroxybenzoate), C1CCOC1 (THF), ClC1=CC=C(C=C1)N=C=S (4-chlorophenylisothiocyanate). Reagents/catalysts: [Cu](I)I (copper iodide). The solvent is C(C)N(CC)CC (triethylamine). Conditions: time 8 hour. Yields the product ClC1=CC=C(C=C1)NC=1OC2=C(N1)C=CC=C2C(=O)OC (methyl 2-[(4-chlorophenyl)amino]-1,3-benzoxazole-7-carboxylate). Yield: 21.3%. As a reaction SMILES: [NH2:1][C:2]1[C:3]([OH:12])=[C:4]([CH:9]=[CH:10][CH:11]=1)[C:5]([O:7][CH3:8])=[O:6].C1COCC1.[Cl:18][C:19]1[CH:24]=[CH:23][C:22]([N:25]=[C:26]=S)=[CH:21][CH:20]=1>[Cu](I)I.C(N(CC)CC)C>[Cl:18][C:19]1[CH:24]=[CH:23][C:22]([NH:25][C:26]2[O:12][C:3]3[C:4]([C:5]([O:7][CH3:8])=[O:6])=[CH:9][CH:10]=[CH:11][C:2]=3[N:1]=2)=[CH:21][CH:20]=1. Reported procedure: To a mixture of methyl 3-amino-2-hydroxybenzoate (700 mg) and THF (21 mL) was added 4-chlorophenylisothiocyanate (717 mg), followed by stirring at room temperature overnight. To the reaction mixture were sequentially added copper iodide (0.87 g) and triethylamine (641 μL), followed by stirring at 60° C. overnight. The reaction mixture was concentrated under reduced pressure and methanol was added thereto, the mixture was filtered through Celite, and the filtrate was concentrated under reduced pr... The reactants are FC(CN=C(NC1=NN(C=N1)CCCCC(OC)=N)N)(F)F (methyl 5-[3-(2-[2,2,2-trifluoroethyl]guanidino)-1,2,4-triazol-1-yl]valerimidate), [Cl-].[NH4+] (ammonium chloride). The solvent is CO (MeOH). The product is Cl.FC(CN=C(NC1=NN(C=N1)CCCCC(=N)N)N)(F)F (5-[3-(2-[2,2,2-trifluoroethyl]guanidino)-1,2,4-triazol-1-yl]valeramidine hydrochloride). Reaction SMILES: [F:1][C:2]([F:22])([F:21])[CH2:3][N:4]=[C:5]([NH2:20])[NH:6][C:7]1[N:11]=[CH:10][N:9]([CH2:12][CH2:13][CH2:14][CH2:15][C:16](=[NH:19])OC)[N:8]=1.[Cl-:23].[NH4+:24]>CO>[ClH:23].[F:1][C:2]([F:22])([F:21])[CH2:3][N:4]=[C:5]([NH2:20])[NH:6][C:7]1[N:11]=[CH:10][N:9]([CH2:12][CH2:13][CH2:14][CH2:15][C:16]([NH2:24])=[NH:19])[N:8]=1 |f:1.2,4.5|. Procedure details: A solution of methyl 5-[3-(2-[2,2,2-trifluoroethyl]guanidino)-1,2,4-triazol-1-yl]valerimidate (1 g.) in MeOH (12 ml.) and ammonium chloride (0.162 g.) was stirred for 3 hours at room temperature. The solvent was removed to give 5-[3-(2-[2,2,2-trifluoroethyl]guanidino)-1,2,4-triazol-1-yl]valeramidine hydrochloride as a yellow gum, which was used without further purification. Reactants: NC(=O)c1ccc(-c2ccccc2F)c2c1[nH]c1cc(C(=O)O)ccc12, ClCCCl, C1CCOC1, CN1CCC(N)CC1, CCN(C(C)C)C(C)C, CN(C)C=O, On1nnc2ccccc21. Yields the product CN1CCC(NC(=O)c2ccc3c(c2)[nH]c2c(C(N)=O)ccc(-c4ccccc4F)c23)CC1. Reaction SMILES: [C:1]([NH2:2])(=[O:3])[c:4]1[cH:5][cH:6][c:7](-[c:20]2[c:21]([F:26])[cH:22][cH:23][cH:24][cH:25]2)[c:8]2[c:9]3[cH:10][cH:11][c:12]([C:17](=[O:18])[OH:19])[cH:13][c:14]3[nH:15][c:16]12.[CH2:27]([Cl:28])[CH2:29][Cl:30].[CH2:58]1[O:59][CH2:60][CH2:61][CH2:62]1.[CH3:50][N:51]1[CH2:52][CH2:53][CH:54]([NH2:57])[CH2:55][CH2:56]1.[CH:41]([N:42]([CH2:43][CH3:44])[CH:45]([CH3:46])[CH3:47])([CH3:48])[CH3:49].[O:63]=[CH:64][N:65]([CH3:66])[CH3:67].[OH:31][n:32]1[c:33]2[c:34]([cH:35][cH:36][cH:37][cH:38]2)[n:39][n:40]1>>[C:1]([NH2:2])(=[O:3])[c:4]1[cH:5][cH:6][c:7](-[c:20]2[c:21]([F:26])[cH:22][cH:23][cH:24][cH:25]2)[c:8]2[c:9]3[cH:10][cH:11][c:12]([C:17](=[O:18])[NH:57][CH:54]4[CH2:53][CH2:52][N:51]([CH3:50])[CH2:56][CH2:55]4)[cH:13][c:14]3[nH:15][c:16]12.